From a dataset of the Open Reaction Database (ORD), a public repository of structured organic reaction records. describe an organic reaction: reactants, conditions, products, and yield Starting materials: FC(S(=O)(=O)OCC(=O)OCC)(F)F (ethoxycarbonylmethyl trifluoromethanesulfonate), CC=1[Te]C2=C(N1)C=CC=C2 (2-Methylbenzotellurazole), [Te]1C=NC2=C1C=CC=C2 (benzotellurazole). Run in C(Cl)(Cl)(Cl)Cl (carbon tetrachloride), ClCCl (dichloromethane). Yields the product FC(S(=O)(=O)[O-])(F)F.C(C)OC(=O)C[N+]1=C([Te]C2=C1C=CC=C2)C (3-Ethoxycarbonylmethyl-2-methylbenzotellurazolium Trifluoromethanesulfonate). Reaction SMILES: [CH3:1][C:2]1[Te:3][C:4]2[CH:10]=[CH:9][CH:8]=[CH:7][C:5]=2[N:6]=1.[F:11][C:12]([F:24])([F:23])[S:13]([O:16][CH2:17][C:18]([O:20][CH2:21][CH3:22])=[O:19])(=[O:15])=[O:14].[Te]1C2C=CC=CC=2N=C1>ClCCl.C(Cl)(Cl)(Cl)Cl>[F:11][C:12]([F:24])([F:23])[S:13]([O-:16])(=[O:15])=[O:14].[CH2:21]([O:20][C:18]([CH2:17][N+:6]1[C:5]2[CH:7]=[CH:8][CH:9]=[CH:10][C:4]=2[Te:3][C:2]=1[CH3:1])=[O:19])[CH3:22] |f:5.6|. Procedure details: 2-Methylbenzotellurazole (Example 18) (0.81 g, 0.0033 mole) was dissolved in dichloromethane (30 ml). The solution of ethoxycarbonylmethyl trifluoromethanesulfonate (0.004 mole) in carbon tetrachloride prepared as described above, was placed in a dropping funnel and added to the benzotellurazole solution at room temperature under a nitrogen atmosphere. After the addition was complete, the mixture was stirred at room temperature, while maintaining a nitrogen atmosphere for 22 hours. The solid was... Starting materials: NC=1C(=C(C(=CC1)F)C(C(=O)NCC1=CC=C(C=C1)C#N)OC)F ((RS)-2-(3-amino-2,6-difluoro-phenyl)-N-(4-cyano-benzyl)-2-methoxy-acetamide), C(C)(=O)Cl (acetyl chloride). The product is C(C)(=O)NC=1C(=C(C(=CC1)F)C(C(=O)NCC1=CC=C(C=C1)C#N)OC)F ((RS)-2-(3-acetylamino-2,6-difluoro-phenyl)-N-(4-cyano-benzyl)-2-methoxy-acetamide). Reaction SMILES: [NH2:1][C:2]1[C:3]([F:24])=[C:4]([CH:9]([O:22][CH3:23])[C:10]([NH:12][CH2:13][C:14]2[CH:19]=[CH:18][C:17]([C:20]#[N:21])=[CH:16][CH:15]=2)=[O:11])[C:5]([F:8])=[CH:6][CH:7]=1.[C:25](Cl)(=[O:27])[CH3:26]>>[C:25]([NH:1][C:2]1[C:3]([F:24])=[C:4]([CH:9]([O:22][CH3:23])[C:10]([NH:12][CH2:13][C:14]2[CH:19]=[CH:18][C:17]([C:20]#[N:21])=[CH:16][CH:15]=2)=[O:11])[C:5]([F:8])=[CH:6][CH:7]=1)(=[O:27])[CH3:26]. Procedure details: In analogy to example 87.2 (RS)-2-(3-amino-2,6-difluoro-phenyl)-N-(4-cyano-benzyl)-2-methoxy-acetamide (example 30.5) was reacted with acetyl chloride to give (RS)-2-(3-acetylamino-2,6-difluoro-phenyl)-N-(4-cyano-benzyl)-2-methoxy-acetamide as white foam.